From a dataset of the Open Reaction Database (ORD), a public repository of structured organic reaction records. describe an organic reaction: reactants, conditions, products, and yield The reactants are BrB(Br)Br, C1CCOC1, ClCCl, CCC(CC)C(=O)c1cc(C)nc(Oc2c(C)cc(Cl)cc2C)c1OC. Product: CCC(CC)C(=O)c1cc(C)nc(Oc2c(C)cc(Cl)cc2C)c1O. RXN SMILES: [B:27]([Br:28])([Br:29])[Br:30].[CH2:31]1[O:32][CH2:33][CH2:34][CH2:35]1.[CH2:36]([Cl:37])[Cl:38].[Cl:1][c:2]1[cH:3][c:4]([CH3:26])[c:5]([O:6][c:7]2[n:8][c:9]([CH3:22])[cH:10][c:11]([C:15]([CH:16]([CH2:17][CH3:18])[CH2:19][CH3:20])=[O:21])[c:12]2[O:13][CH3:14])[c:23]([CH3:25])[cH:24]1>>[Cl:1][c:2]1[cH:3][c:4]([CH3:26])[c:5]([O:6][c:7]2[n:8][c:9]([CH3:22])[cH:10][c:11]([C:15]([CH:16]([CH2:17][CH3:18])[CH2:19][CH3:20])=[O:21])[c:12]2[OH:13])[c:23]([CH3:25])[cH:24]1. Reactants: ClCCl, CCOC(C)=O, Cc1nc2cc(F)c(N)cc2o1, O=S(=O)(Cl)Cl. Product: Cc1nc2cc(F)c(N)c(Cl)c2o1. RXN SMILES: [CH2:24]([Cl:25])[Cl:26].[CH3:18][CH2:19][O:20][C:21](=[O:22])[CH3:23].[NH2:1][c:2]1[cH:3][c:4]2[c:5]([n:6][c:7]([CH3:9])[o:8]2)[cH:10][c:11]1[F:12].[S:13]([Cl:14])(=[O:15])([Cl:16])=[O:17]>>[NH2:1][c:2]1[c:3]([Cl:16])[c:4]2[c:5]([n:6][c:7]([CH3:9])[o:8]2)[cH:10][c:11]1[F:12]. Starting materials: BrCCCCCCCCCC (1-bromodecane), O1C(CCCC1)OCC#C (propargyl alcohol tetrahydropyranylether), [OH-].[Na+] (sodium hydroxide). Yields the product O1C(CCCC1)OCC#CCCCCCCCCCC (1-tetrahydropyranyloxy-2-tridecyne). As a reaction SMILES: Br[CH2:2][CH2:3][CH2:4][CH2:5][CH2:6][CH2:7][CH2:8][CH2:9][CH2:10][CH3:11].[O:12]1[CH2:17][CH2:16][CH2:15][CH2:14][CH:13]1[O:18][CH2:19][C:20]#[CH:21].[OH-].[Na+]>>[O:12]1[CH2:17][CH2:16][CH2:15][CH2:14][CH:13]1[O:18][CH2:19][C:20]#[C:21][CH2:2][CH2:3][CH2:4][CH2:5][CH2:6][CH2:7][CH2:8][CH2:9][CH2:10][CH3:11] |f:2.3|. Procedure details: A process for preparing the sex pheromone of Lymantria dispar L. effectively which comprises the steps of reacting 1-bromodecane and propargyl alcohol tetrahydropyranylether in the presence of sodium hydroxide to give 1-tetrahydropyranyloxy-2-tridecyne, treating the tetrahydropyranyloxy-2-tridecyne with p-toluenesulfonic acid to give 2-tridecyn-1-ol, catalystic-hydrogenating the 2-tridecyn-1-ol in the presence of Lindlar catalyst to give (Z)-2-tridecen-1-ol, oxidizing the (Z)-2-tridecen-1-ol wit... The reactants are C(C=C)OC1=C(C=C(C(=O)NC2C(N(N(CCC2)S(=O)(=O)C)CC(NC2C(OC(C2)=O)OCC2=CC=CC=C2)=O)=O)C=C1Cl)Cl (4-Allyloxy-N-{2-[(2-benzyloxy-5-oxo-tetrahydro-furan-3-ylcarbamoyl)-methyl]-1-methanesulfonyl-3-oxo-[1,2]diazepan-4-yl}-3,5-dichloro-benzamide), CC1=C2C=CC3=CC=CC=C3C2=C(C4=CC=CC=C14)C (DMBA). Reagents/catalysts: C=1C=CC(=CC1)[P](C=2C=CC=CC2)(C=3C=CC=CC3)[Pd]([P](C=4C=CC=CC4)(C=5C=CC=CC5)C=6C=CC=CC6)([P](C=7C=CC=CC7)(C=8C=CC=CC8)C=9C=CC=CC9)[P](C=1C=CC=CC1)(C=1C=CC=CC1)C=1C=CC=CC1 (Pd(PPh3)4). Solvent: ClCCl (dichloromethane), ClCCl (dichloromethane). The product is C(C1=CC=CC=C1)OC1OC(CC1NC(=O)CN1N(CCCC(C1=O)NC(C1=CC(=C(C(=C1)Cl)O)Cl)=O)S(=O)(=O)C)=O (N-(2-[(2-Benzyloxy-5-oxo-tetrahydro-furan-3-ylcarbamoyl)-methyl]-1-methanesulfonyl-3-oxo-[1,2]diazepan-4-yl)-3,5-dichloro-4-hydroxy-benzamide). The yield is 47.0%. Reaction SMILES: C([O:4][C:5]1[C:43]([Cl:44])=[CH:42][C:8]([C:9]([NH:11][CH:12]2[CH2:18][CH2:17][CH2:16][N:15]([S:19]([CH3:22])(=[O:21])=[O:20])[N:14]([CH2:23][C:24](=[O:40])[NH:25][CH:26]3[CH2:30][C:29](=[O:31])[O:28][CH:27]3[O:32][CH2:33][C:34]3[CH:39]=[CH:38][CH:37]=[CH:36][CH:35]=3)[C:13]2=[O:41])=[O:10])=[CH:7][C:6]=1[Cl:45])C=C.CC1C2C(=CC=CC=2)C(C)=C2C=1C=CC1C2=CC=CC=1>ClCCl.C1C=CC([P]([Pd]([P](C2C=CC=CC=2)(C2C=CC=CC=2)C2C=CC=CC=2)([P](C2C=CC=CC=2)(C2C=CC=CC=2)C2C=CC=CC=2)[P](C2C=CC=CC=2)(C2C=CC=CC=2)C2C=CC=CC=2)(C2C=CC=CC=2)C2C=CC=CC=2)=CC=1>[CH2:33]([O:32][CH:27]1[CH:26]([NH:25][C:24]([CH2:23][N:14]2[C:13](=[O:41])[CH:12]([NH:11][C:9](=[O:10])[C:8]3[CH:7]=[C:6]([Cl:45])[C:5]([OH:4])=[C:43]([Cl:44])[CH:42]=3)[CH2:18][CH2:17][CH2:16][N:15]2[S:19]([CH3:22])(=[O:20])=[O:21])=[O:40])[CH2:30][C:29](=[O:31])[O:28]1)[C:34]1[CH:39]=[CH:38][CH:37]=[CH:36][CH:35]=1 |^1:72,74,93,112|. Procedure details: 4-Allyloxy-N-{2-[(2-benzyloxy-5-oxo-tetrahydro-furan-3-ylcarbamoyl)-methyl]-1-methanesulfonyl-3-oxo-[1,2]diazepan-4-yl}-3,5-dichloro-benzamide (26a) (178 mg, 0.26 mmol) in dichloromethane (6 mL) was treated with DMBA (45 mg, 0.29 mmol) and Pd(PPh3)4 (20 mg, 0.017 mmol) at room temperature for 16 hours. The mixture was diluted with dichloromethane (40 mL), washed with water three times. The organic layer was dried over anhydrous Na2SO4, filtered and evaporated to give a pale yellow solid, that wa... The reactants are C(C)I (ethyl iodide), C([O-])([O-])=O.[K+].[K+] (potassium carbonate), ClC=1C(NN=C(C1NCC1=CC=C(C2=CC=CC=C12)OC)[N+](=O)[O-])=O (4-chloro-5-(4-methoxy-1-naphthylmethylamino)-6-nitro-3(2H)pyridazinone). The solvent is C(C)C(=O)C (methyl ethyl ketone). Run at time 1.5 hour. Product: C(C)N1N=C(C(=C(C1=O)Cl)NCC1=CC=C(C2=CC=CC=C12)OC)[N+](=O)[O-] (2-Ethyl-4-chloro-5-(4-methoxy-1-naphthylmethylamino)-6-nitro-3(2H)pyridazinone). Reaction SMILES: [Cl:1][C:2]1[C:3](=[O:25])[NH:4][N:5]=[C:6]([N+:22]([O-:24])=[O:23])[C:7]=1[NH:8][CH2:9][C:10]1[C:19]2[C:14](=[CH:15][CH:16]=[CH:17][CH:18]=2)[C:13]([O:20][CH3:21])=[CH:12][CH:11]=1.[CH2:26](I)[CH3:27].C(=O)([O-])[O-].[K+].[K+]>C(C(C)=O)C>[CH2:26]([N:4]1[C:3](=[O:25])[C:2]([Cl:1])=[C:7]([NH:8][CH2:9][C:10]2[C:19]3[C:14](=[CH:15][CH:16]=[CH:17][CH:18]=3)[C:13]([O:20][CH3:21])=[CH:12][CH:11]=2)[C:6]([N+:22]([O-:24])=[O:23])=[N:5]1)[CH3:27] |f:2.3.4|. Procedure: A mixture comprising 100 mg of 4-chloro-5-(4-methoxy-1-naphthylmethylamino)-6-nitro-3(2H)pyridazinone (Compound No. 30) prepared in Preparation Example 4, 218 mg of ethyl iodide, 193 mg of potassium carbonate and 30 ml of methyl ethyl ketone, was refluxed under stirring for 1.5 hours. The reaction mixture was filtered, and the solvent of the filtrate was distilled off under reduced pressure. Water was poured to the residue thus obtained, and the mixture was extracted with benzene. The extract wa... Starting materials: ClC1=CC2=C(C3=CC=CC=C3C(=C2C=C1)C=O)C=O (2-chloro-9,10-anthracenedicarboxaldehyde), Cl.Cl.N(N)C=1NCCN1 (2-hydrazinoimidazoline dihydrochloride). The solvent is C(C)O (ethanol). The product is Cl.Cl.ClC1=CC2=C(C3=CC=CC=C3C(=C2C=C1)C=O)C=O (2-chloro-9,10-anthracenedicarboxaldehyde dihydrochloride). Reaction SMILES: [Cl:1][C:2]1[CH:15]=[CH:14][C:13]2[C:4](=[C:5]([CH:18]=[O:19])[C:6]3[C:11]([C:12]=2[CH:16]=[O:17])=[CH:10][CH:9]=[CH:8][CH:7]=3)[CH:3]=1.[ClH:20].Cl.N(C1NCCN=1)N>C(O)C>[ClH:1].[ClH:20].[Cl:1][C:2]1[CH:15]=[CH:14][C:13]2[C:4](=[C:5]([CH:18]=[O:19])[C:6]3[C:11]([C:12]=2[CH:16]=[O:17])=[CH:10][CH:9]=[CH:8][CH:7]=3)[CH:3]=1 |f:1.2.3,5.6.7|. Procedure: A reaction mixture comprising 1.34 g. of 2-chloro-9,10-anthracenedicarboxaldehyde and 1.73 g. of 2-hydrazinoimidazoline dihydrochloride in 80 ml. of ethanol is refluxed for two hours, and filtered while hot. After cooling, the solution deposited 0.7 g. of the desired product as orange crystals, m.p. ≥ 280° C. The product is ClC1=CC=C(C=C1)NC(C(=O)OCC1=CC(=CC=C1)OC1=CC=CC=C1)CC (m-phenoxybenzyl 2-(4-chlorophenylamino)butanoate). Procedure: 4-Chloroaniline is reacted with m-phenoxybenzyl 2-bromobutanoate using the process of Example 4 to yield m-phenoxybenzyl 2-(4-chlorophenylamino)butanoate, MS m/e 395 (M+). The reactants are ClC1=CC=C(N)C=C1 (4-Chloroaniline), BrC(C(=O)OCC1=CC(=CC=C1)OC1=CC=CC=C1)CC (m-phenoxybenzyl 2-bromobutanoate). Reaction SMILES: [Cl:1][C:2]1[CH:8]=[CH:7][C:5]([NH2:6])=[CH:4][CH:3]=1.Br[CH:10]([CH2:28][CH3:29])[C:11]([O:13][CH2:14][C:15]1[CH:20]=[CH:19][CH:18]=[C:17]([O:21][C:22]2[CH:27]=[CH:26][CH:25]=[CH:24][CH:23]=2)[CH:16]=1)=[O:12]>>[Cl:1][C:2]1[CH:8]=[CH:7][C:5]([NH:6][CH:10]([CH2:28][CH3:29])[C:11]([O:13][CH2:14][C:15]2[CH:20]=[CH:19][CH:18]=[C:17]([O:21][C:22]3[CH:27]=[CH:26][CH:25]=[CH:24][CH:23]=3)[CH:16]=2)=[O:12])=[CH:4][CH:3]=1.